From a dataset of the Open Reaction Database (ORD), a public repository of structured organic reaction records. describe an organic reaction: reactants, conditions, products, and yield Reactants: C1C(CC2=CC=CC=C12)NC=1C2=C(N=CN1)SC=C2C (4-(2-indanylamino)-5-methylthieno[2,3-d]pyrimidine), [H-].[Na+] (sodium hydride), O (Water), CI (methyl iodide). Run in CN(C=O)C (dimethylformamide). Conditions: time 10 minute. Yields the product C1C(CC2=CC=CC=C12)N(C)C=1C2=C(N=CN1)SC=C2C (4-[N-(2-Indanyl)-N-methylamino]-5-methylthieno[2,3-d]pyrimidine). Yield: 70.0%. As a reaction SMILES: [CH2:1]1[C:9]2[C:4](=[CH:5][CH:6]=[CH:7][CH:8]=2)[CH2:3][CH:2]1[NH:10][C:11]1[C:12]2[C:19]([CH3:20])=[CH:18][S:17][C:13]=2[N:14]=[CH:15][N:16]=1.[H-].[Na+].[CH3:23]I.O>CN(C)C=O>[CH2:3]1[C:4]2[C:9](=[CH:8][CH:7]=[CH:6][CH:5]=2)[CH2:1][CH:2]1[N:10]([C:11]1[C:12]2[C:19]([CH3:20])=[CH:18][S:17][C:13]=2[N:14]=[CH:15][N:16]=1)[CH3:23] |f:1.2|. Procedure: A compound of the above Production Example 190, 4-(2-indanylamino)-5-methylthieno[2,3-d]pyrimidine (29 mg, 0.10 mmol), was dissolved in dry dimethylformamide (0.5 ml), to which sodium hydride (4.4 mg, 0.11 mmol) was added. After the mixture was stirred at room temperature for 10 minutes, methyl iodide (7.0 μl, 0.11 mmol) was added to the reaction mixture, which was further stirred at room temperature for 30 minutes. Water was added to the reaction mixture, which was extracted with chloroform, an... The reactants are BrCc1ccccc1, CC(C)(C)OC(=O)C1(C)CCc2ncc(NC(=O)OCc3ccccc3)c(=O)n21, CC(C)(C)OC(=O)C1CCc2ncc(NC(=O)OCc3ccccc3)c(=O)n21. The product is CC(C)(C)OC(=O)C1(Cc2ccccc2)CCc2ncc(NC(=O)OCc3ccccc3)c(=O)n21. RXN SMILES: [Br:58][CH2:59][c:60]1[cH:61][cH:62][cH:63][cH:64][cH:65]1.[C:1]([CH3:2])([CH3:3])([CH3:4])[O:5][C:6](=[O:7])[C:8]1([CH3:29])[CH2:9][CH2:10][c:11]2[n:12]1[c:13](=[O:28])[c:14]([NH:17][C:18](=[O:19])[O:20][CH2:21][c:22]1[cH:23][cH:24][cH:25][cH:26][cH:27]1)[cH:15][n:16]2.[CH2:30]([c:31]1[cH:32][cH:33][cH:34][cH:35][cH:36]1)[O:37][C:38]([NH:39][c:40]1[c:41](=[O:42])[n:43]2[c:54]([n:55][cH:56]1)[CH2:53][CH2:52][CH:44]2[C:45]([O:46][C:47]([CH3:48])([CH3:49])[CH3:50])=[O:51])=[O:57]>>[C:1]([CH3:2])([CH3:3])([CH3:4])[O:5][C:6](=[O:7])[C:8]1([CH2:29][c:31]2[cH:32][cH:33][cH:34][cH:35][cH:36]2)[CH2:9][CH2:10][c:11]2[n:12]1[c:13](=[O:28])[c:14]([NH:17][C:18](=[O:19])[O:20][CH2:21][c:22]1[cH:23][cH:24][cH:25][cH:26][cH:27]1)[cH:15][n:16]2. Starting materials: C(C1=CC=CC=C1)OC([C@H]1N(CCC1)C([C@@H](N[C@@H](CCCCC1CCN(CC1)C(=O)OCC1=CC=CC=C1)C(=O)OCC)CCCCNC(=O)OCC1=CC=CC=C1)=O)=O (Nα -[1(S)-ethoxycarbonyl-5-(1-benzyloxycarbonyl-4-piperidyl)pentyl]-Nε -benzyloxycarbonyl-L-lysyl-L-proline benzylester). Reagents/catalysts: [Pd] (palladium black). Run in CO (methanol). Run at time 1 hour. Yields the product C(=O)(O)[C@H](CCCCC1CCNCC1)N[C@@H](CCCCN)C(=O)N1[C@H](C(=O)O)CCC1 (Nα -[1(S)-carboxy-5-(4-piperidyl)pentyl]-L-lysyl-L-proline). As a reaction SMILES: C([O:8][C:9](=[O:60])[C@@H:10]1[CH2:14][CH2:13][CH2:12][N:11]1[C:15](=[O:59])[C@H:16]([CH2:44][CH2:45][CH2:46][CH2:47][NH:48]C(OCC1C=CC=CC=1)=O)[NH:17][C@H:18]([C:39]([O:41]CC)=[O:40])[CH2:19][CH2:20][CH2:21][CH2:22][CH:23]1[CH2:28][CH2:27][N:26](C(OCC2C=CC=CC=2)=O)[CH2:25][CH2:24]1)C1C=CC=CC=1>CO.[Pd]>[C:39]([C@@H:18]([NH:17][C@H:16]([C:15]([N:11]1[CH2:12][CH2:13][CH2:14][C@H:10]1[C:9]([OH:60])=[O:8])=[O:59])[CH2:44][CH2:45][CH2:46][CH2:47][NH2:48])[CH2:19][CH2:20][CH2:21][CH2:22][CH:23]1[CH2:24][CH2:25][NH:26][CH2:27][CH2:28]1)([OH:41])=[O:40]. Procedure: The Nα -[1(S)-ethoxycarbonyl-5-(1-benzyloxycarbonyl-4-piperidyl)pentyl]-Nε -benzyloxycarbonyl-L-lysyl-L-proline benzylester obtained by Example VIII a) (1.1 g) is dissolved in methanol, and palladium black is added for catalytic reduction. After completion of reaction for 5 hours, the methanol is evaporated in vacuo. The residue is added into 10 ml of 1N-NaOH and dissolved. This solution is left standing at room temperature for 1 hour, and thereafter is treated with cation ion-exchange resin DOW... The reactants are NC=1C(=CC2=CC=CC=C2C1)O (3-Aminonaphthalen-2-ol), Cl.ClCCN(C)CCCl (2-chloro-N-(chloroethyl)-N-methylethanamine hydrochloride), C([O-])([O-])=O.[Na+].[Na+] (sodium carbonate). The solvent is C(CCC)O (1-butanol). Run at time 48 hour. The product is CN1CCN(CC1)C=1C(=CC2=CC=CC=C2C1)O (3-(4-methylpiperazin-1-yl)naphthalen-2-ol). Reaction SMILES: [NH2:1][C:2]1[C:3]([OH:12])=[CH:4][C:5]2[C:10]([CH:11]=1)=[CH:9][CH:8]=[CH:7][CH:6]=2.Cl.Cl[CH2:15][CH2:16][N:17]([CH2:19][CH2:20]Cl)[CH3:18].C(=O)([O-])[O-].[Na+].[Na+]>C(O)CCC>[CH3:18][N:17]1[CH2:19][CH2:20][N:1]([C:2]2[C:3]([OH:12])=[CH:4][C:5]3[C:10]([CH:11]=2)=[CH:9][CH:8]=[CH:7][CH:6]=3)[CH2:15][CH2:16]1 |f:1.2,3.4.5|. Reported procedure: 3-Aminonaphthalen-2-ol (5 g, 31.4 mmol) is brought to the reflux point of 1-butanol (100 ml) in the presence of 2-chloro-N-(chloroethyl)-N-methylethanamine hydrochloride (6.05 g, 31.4 mmol) and sodium carbonate (1.7 g, 16 mmol). After 48 h, the reaction mixture is concentrated and impregnated onto silica and then purified by flash chromatography with a mixture (93/7/1) of dichloromethane/methanol/aqueous ammonia. Starting materials: Cl.C(C1=CC=CC=C1)(=N)N (benzamidine hydrochloride), [O-]CC.[Na+] (sodium ethoxide), ClC1=C(C(=O)C(C(=O)OCC)=CN(C)C)C=CC=C1 (Ethyl 2-(2-chlorobenzoyl)-3-dimethylaminopropenoate). Run in C(C)O (ethanol), C(C)O (ethanol). Run at time 10 minute. Product: ClC1=C(C=CC=C1)C1=NC(=NC=C1C(=O)OCC)C1=CC=CC=C1 (Ethyl 4-(2-chlorophenyl)-2-phenyl-5-pyrimidinecarboxylate). The yield is 77.8%. RXN SMILES: Cl.[C:2]([NH2:10])(=[NH:9])[C:3]1[CH:8]=[CH:7][CH:6]=[CH:5][CH:4]=1.[O-]CC.[Na+].[Cl:15][C:16]1[CH:33]=[CH:32][CH:31]=[CH:30][C:17]=1[C:18]([C:20](=[CH:26]N(C)C)[C:21]([O:23][CH2:24][CH3:25])=[O:22])=O>C(O)C>[Cl:15][C:16]1[CH:33]=[CH:32][CH:31]=[CH:30][C:17]=1[C:18]1[C:20]([C:21]([O:23][CH2:24][CH3:25])=[O:22])=[CH:26][N:10]=[C:2]([C:3]2[CH:8]=[CH:7][CH:6]=[CH:5][CH:4]=2)[N:9]=1 |f:0.1,2.3|. Procedure: To a stirred solution of 3.45 g of benzamidine hydrochloride in 50 cc of ethanol was added 1.50 g of sodium ethoxide at room temperature and the mixture was stirred for 10 minutes. The resulting suspension was added to 6.2 g of compound D in 50 cc of ethanol and the resulting mixture was heated under reflux for 6 hours. After cooling, the solvent was distilled off, and AcOEt and water were added to the residue. The organic layer was further washed with a saturated aqueous sodium bicarbonate solu...